Dataset: the Open Reaction Database (ORD), a public repository of structured organic reaction records. Task: describe an organic reaction: reactants, conditions, products, and yield Starting materials: FB(F)F, CCOCC, C=[N+]=[N-], CCOc1cccc(C(=O)CO)c1. Product: CCOc1cccc(C(=O)COC)c1. RXN SMILES: [B:6]([F:7])([F:8])[F:9].[CH2:1]([O:2][CH2:3][CH3:4])[CH3:5].[N+:10](=[CH2:11])=[N-:12].[OH:13][CH2:14][C:15](=[O:16])[c:17]1[cH:18][c:19]([O:23][CH2:24][CH3:25])[cH:20][cH:21][cH:22]1>>[CH3:1][O:13][CH2:14][C:15](=[O:16])[c:17]1[cH:18][c:19]([O:23][CH2:24][CH3:25])[cH:20][cH:21][cH:22]1. Starting materials: [NH4+].[Cl-] (NH4Cl), COC(CC1(SC=CN1)C1=CC=NC=C1)=O (2-(4-pyridyl)-thiazole acetic acid methyl ester), COC(C1=C(C(=CC=C1)[N+](=O)[O-])CBr)=O (2-bromomethyl-3-nitro-benzoic acid methyl ester), C1CCOC1 (THF), [Li+].C[Si](C)(C)[N-][Si](C)(C)C (LHMDS), enolate, C1CCOC1 (THF). Reagents/catalysts: [Fe] (Fe). Solvent: O (H2O), CCO (EtOH). Reaction conditions: temperature -78 celsius, time 5 minute. The product is COC(=O)C=1C=2CC(C(NC2C=CC1)=O)C=1N=C(SC1)C1=CC=NC=C1 (1,2,3,4-tetrahydro-2-oxo-3-[2-(4-pyridyl)-4-thiazolyl]-5-quinolinecarboxylic acid methyl ester). As a reaction SMILES: COC(=O)C[C:5]1([C:10]2[CH:15]=[CH:14][N:13]=[CH:12][CH:11]=2)[NH:9][CH:8]=[CH:7][S:6]1.[Li+].C[Si]([N-][Si](C)(C)C)(C)C.[CH3:27][O:28][C:29](=[O:41])[C:30]1[CH:35]=[CH:34][CH:33]=[C:32]([N+:36]([O-])=O)[C:31]=1[CH2:39]Br.[NH4+].[Cl-].C1C[O:47][CH2:46][CH2:45]1>O.CCO.[Fe]>[CH3:27][O:28][C:29]([C:30]1[C:31]2[CH2:39][CH:45]([C:8]3[N:9]=[C:5]([C:10]4[CH:11]=[CH:12][N:13]=[CH:14][CH:15]=4)[S:6][CH:7]=3)[C:46](=[O:47])[NH:36][C:32]=2[CH:33]=[CH:34][CH:35]=1)=[O:41] |f:1.2,4.5|. Procedure details: In an oven-dried, 25-mL, round-bottomed flask was placed 2-(4-pyridyl)-thiazole acetic acid methyl ester (Example 1a, 380 mg, 1.62 mmol) in THF (10 mL). The mixture was cooled to −78° C. and LHMDS (Aldrich, 1.0 M in THF, 1.62 mL) was added slowly. The reaction was stirred for 5 min, and the resulting enolate was added to a pre-cooled (−45° C.) solution of 2-bromomethyl-3-nitro-benzoic acid methyl ester in THF (10 mL) via a cannula over a period of 5 min. The reaction was stirred for additional 1...